The task is: describe an organic reaction: reactants, conditions, products, and yield. This data is from the Open Reaction Database (ORD), a public repository of structured organic reaction records. The reactants are C(C1=CC=CC=C1)(=O)NC=1C=C(C(=O)O)C=CN1 (2-benzamidoisonicotinic acid), C(C(=O)Cl)(=O)Cl (oxalyl chloride), C(C1=CC=CC=C1)(=O)NN (benzohydrazide), N1=CC=CC=C1 (pyridine). The solvent is ClCCl (dichloromethane), CN(C=O)C (N,N-dimethylformamide), C(C)(=O)OCC (ethyl acetate), CN(C=O)C (N,N-dimethylformamide). Run at time 1 hour. Product: C(C1=CC=CC=C1)(=O)NNC(=O)C1=CC(=NC=C1)NC(C1=CC=CC=C1)=O (N-(4-(2-benzoylhydrazinecarbonyl)pyridin-2-yl)benzamide). The yield is 67.7%. RXN SMILES: [C:1]([NH:9][C:10]1[CH:11]=[C:12]([CH:16]=[CH:17][N:18]=1)[C:13]([OH:15])=O)(=[O:8])[C:2]1[CH:7]=[CH:6][CH:5]=[CH:4][CH:3]=1.C(Cl)(=O)C(Cl)=O.[C:25]([NH:33][NH2:34])(=[O:32])[C:26]1[CH:31]=[CH:30][CH:29]=[CH:28][CH:27]=1.N1C=CC=CC=1>ClCCl.CN(C)C=O.C(OCC)(=O)C>[C:25]([NH:33][NH:34][C:13]([C:12]1[CH:16]=[CH:17][N:18]=[C:10]([NH:9][C:1](=[O:8])[C:2]2[CH:3]=[CH:4][CH:5]=[CH:6][CH:7]=2)[CH:11]=1)=[O:15])(=[O:32])[C:26]1[CH:31]=[CH:30][CH:29]=[CH:28][CH:27]=1. Procedure details: To a solution of 2-benzamidoisonicotinic acid (0.30 g, 1.23 mmol) and N,N-dimethylformamide (0.1 mL) in dichloromethane (5 mL) was added oxalyl chloride (0.13 mL, 1.48 mmol) at ambient temperature. The reaction mixture was stirred for 1 hour and concentrated in vacuo. The residue was dissolved in N,N-dimethylformamide (2 mL) and added to a solution of benzohydrazide (0.20 g, 1.48 mmol) and pyridine (0.3 mL, 3.70 mmol) in N,N-dimethylformamide (1 mL) at 0° C. The reaction mixture was warmed to am...